Dataset: the Open Reaction Database (ORD), a public repository of structured organic reaction records. Task: describe an organic reaction: reactants, conditions, products, and yield Reactants: CC(C)C1=NN2C=CC=CC2=C1C(=O)C(C)N (AV1013), C(C)(C)C1=NN2C(C=CC=C2)=C1 (isopropylpyrazolo[1,5-a]pyridine), ClC(C(=O)Cl)C (2-chloropropionyl chloride), [Cl-].[Al+3].[Cl-].[Cl-] (aluminum chloride), C(C)(C)C1=NN2C(C=CC=C2)=C1 (IPPP), ClC(C=O)C (2-chloro-propan-1-one), ClC(=O)Cl (chloroketone). Yields the product ClC(C(=O)C=1C(=NN2C1C=CC=C2)C(C)C)C (2-chloro-1-(2-isopropylpyrazolo[1,5-a]pyridin-3-yl)propan-1-one). As a reaction SMILES: [CH3:1][CH:2]([C:4]1[C:12]([C:13]([CH:15](N)[CH3:16])=[O:14])=[C:11]2[N:6]([CH:7]=[CH:8][CH:9]=[CH:10]2)[N:5]=1)[CH3:3].C(C1C=C2C=CC=CN2N=1)(C)C.[Cl:30]C(C)C=O.ClC(Cl)=O.ClC(C)C(Cl)=O.[Cl-].[Al+3].[Cl-].[Cl-]>>[Cl:30][CH:15]([CH3:16])[C:13]([C:12]1[C:4]([CH:2]([CH3:3])[CH3:1])=[N:5][N:6]2[CH:7]=[CH:8][CH:9]=[CH:10][C:11]=12)=[O:14] |f:5.6.7.8|. Reported procedure: The second step in the synthesis of AV1013 involves reacting the intermediate (IPPP), with 2-chloro-propan-1-one under Friedel-Craft conditions to synthesize the corresponding chloroketone. Thus, reaction of isopropylpyrazolo[1,5-a]pyridine (IPPP) with 2-chloropropionyl chloride in the presence of aluminum chloride (Example 1, Step 2), gave 2-chloro-1-(2-isopropylpyrazolo[1,5-a]pyridin-3-yl)propan-1-one (i.e., 2-chloro-desmethylibudilast). In an alternate strategy as described in Example 8, IPPP... Reactants: O=C1NC=2C(=NC=3C=CC(=CC3C2)OCCCC(=O)O)N1 (4-[(2,3-dihydro-2-oxo-1H-imidazo[4,5-b]quinolin-7-yl)oxy]butyric acid), C(C)OC(CN)=O (glycine ethyl ester). The product is C(C)OC(CNC(CCCOC1=CC=2C=C3C(=NC2C=C1)NC(N3)=O)=O)=O (N-[4-[(2,3-Dihydro-2-oxo-1H-imidazo[4,5-b]quinolin-7-yl)oxy]-1-oxobutyl]glycine ethyl ester). As a reaction SMILES: [O:1]=[C:2]1[NH:21][C:5]2=[N:6][C:7]3[CH:8]=[CH:9][C:10]([O:14][CH2:15][CH2:16][CH2:17][C:18]([OH:20])=O)=[CH:11][C:12]=3[CH:13]=[C:4]2[NH:3]1.[CH2:22]([O:24][C:25](=[O:28])[CH2:26][NH2:27])[CH3:23]>>[CH2:22]([O:24][C:25](=[O:28])[CH2:26][NH:27][C:18](=[O:20])[CH2:17][CH2:16][CH2:15][O:14][C:10]1[CH:9]=[CH:8][C:7]2[N:6]=[C:5]3[NH:21][C:2](=[O:1])[NH:3][C:4]3=[CH:13][C:12]=2[CH:11]=1)[CH3:23]. Procedure details: This compound, m.p. 274°-276° C., was prepared analogous to Example 15 from 4-[(2,3-dihydro-2-oxo-1H-imidazo[4,5-b]quinolin-7-yl)oxy]butyric acid and glycine ethyl ester. As a reaction SMILES: [CH3:22][CH2:23][O:24][C:25](=[O:26])[CH3:27].[F:1][c:2]1[cH:3][c:4]([O:5][Si:6]([CH:7]([CH3:8])[CH3:9])([CH:10]([CH3:11])[CH3:12])[CH:13]([CH3:14])[CH3:15])[cH:16][cH:17][c:18]1[N+:19]([O-:20])=[O:21]>>[F:1][c:2]1[cH:3][c:4]([O:5][Si:6]([CH:7]([CH3:8])[CH3:9])([CH:10]([CH3:11])[CH3:12])[CH:13]([CH3:14])[CH3:15])[cH:16][cH:17][c:18]1[NH2:19]. Yields the product CC(C)[Si](Oc1ccc(N)c(F)c1)(C(C)C)C(C)C. Starting materials: CCOC(C)=O, CC(C)[Si](Oc1ccc([N+](=O)[O-])c(F)c1)(C(C)C)C(C)C. The reactants are CCOC(=O)c1ccc(Br)cc1, C1CCOC1, C[Si](C)(C)[N-][Si](C)(C)C, Cl, Cc1ccnc(F)c1, [Na+], [Na+], [OH-]. The product is O=C(Cc1ccnc(F)c1)c1ccc(Br)cc1. Reaction SMILES: [Br:19][c:20]1[cH:21][cH:22][c:23]([C:24](=[O:25])[O:26][CH2:27][CH3:28])[cH:29][cH:30]1.[CH2:34]1[O:35][CH2:36][CH2:37][CH2:38]1.[CH3:1][Si:2]([N-:3][Si:4]([CH3:5])([CH3:6])[CH3:7])([CH3:8])[CH3:9].[ClH:31].[F:11][c:12]1[n:13][cH:14][cH:15][c:16]([CH3:18])[cH:17]1.[Na+:10].[Na+:33].[OH-:32]>>[F:11][c:12]1[n:13][cH:14][cH:15][c:16]([CH2:18][C:24]([c:23]2[cH:22][cH:21][c:20]([Br:19])[cH:30][cH:29]2)=[O:25])[cH:17]1. The reactants are C(C)OC1=C(C(=O)OC)C=CC(=C1)[N+](=O)[O-] (methyl 2-ethoxy-4-nitro-benzoate). Reagents/catalysts: [Ni] (Raney nickel). Solvent: CO (MeOH). Reaction conditions: time 16 hour. Yields the product C(C)OC1=C(C(=O)O)C=CC(=C1)N (2-ethoxy-4-amino-benzoic acid). The yield is 108.0%. Reaction SMILES: [CH2:1]([O:3][C:4]1[CH:13]=[C:12]([N+:14]([O-])=O)[CH:11]=[CH:10][C:5]=1[C:6]([O:8]C)=[O:7])[CH3:2]>CO.[Ni]>[CH2:1]([O:3][C:4]1[CH:13]=[C:12]([NH2:14])[CH:11]=[CH:10][C:5]=1[C:6]([OH:8])=[O:7])[CH3:2]. Procedure details: 4.05 g (21.7 mmol, 1 eq) 2-hydroxy-4-nitro-benzoic acid are dissolved in 40 mL MeOH and 1.8 mL (24.8 mmol, 1.14 eq) thionyl chloride are slowly added dropwise. The mixture is refluxed for 2 h at 50° C. and stirred for another 2 h. After cooling the volatile constituents are eliminated in vacuo and 4.36 g of the crude methyl 2-hydroxy-4-nitro-benzoate are obtained, which are reacted without further purification. 1 g (5.1 mmol, 1 eq) of the methyl ester are dissolved in 25 mL DMF, 2.1 g (15.3 mmol... Isolated yield 74.5%. Run at time 3 hour. Reaction SMILES: [CH:1]1([CH2:4][O:5][C:6]2[C:11]([C:12]3[CH:17]=[CH:16][C:15]([C:18]([F:21])([F:20])[F:19])=[CH:14][CH:13]=3)=[CH:10][C:9]([CH:22]([CH2:28][CH:29]([CH3:31])[CH3:30])[C:23]([O:25]CC)=[O:24])=[CH:8][C:7]=2[N+:32]([O-:34])=[O:33])[CH2:3][CH2:2]1.C1COCC1.O.[Li+].[OH-]>CO>[CH:1]1([CH2:4][O:5][C:6]2[C:11]([C:12]3[CH:13]=[CH:14][C:15]([C:18]([F:19])([F:21])[F:20])=[CH:16][CH:17]=3)=[CH:10][C:9]([CH:22]([CH2:28][CH:29]([CH3:30])[CH3:31])[C:23]([OH:25])=[O:24])=[CH:8][C:7]=2[N+:32]([O-:34])=[O:33])[CH2:2][CH2:3]1 |f:3.4|. Yields the product C1(CC1)COC1=C(C=C(C=C1C1=CC=C(C=C1)C(F)(F)F)C(C(=O)O)CC(C)C)[N+](=O)[O-] (2-(6-(cyclopropylmethoxy)-5-nitro-4′-(trifluoromethyl)biphenyl-3-yl)-4-methylpentanoic acid). Procedure details: Ethyl 2-(6-(cyclopropylmethoxy)-5-nitro-4′-(trifluoromethyl)biphenyl-3-yl)-4-methylpentanoate (100 mg, 0.208 mmol) was taken in a mixture of MeOH; THF:Water (30 ml, 10:10:2) and to it added LiOH (30 mg, 0.7 mmol). The reaction mixture was stirred at room temperature for 3 h. After completion of the reaction, it was poured into water (50 ml) and extracted with ethyl acetate (100 ml×2). The ethyl acetate layer was washed with 1N HCl, water and finally brine solution. The organic layer was then dis... The solvent is CO (MeOH). Starting materials: C1CCOC1 (THF), O (Water), [Li+].[OH-] (LiOH), O (water), C1(CC1)COC1=C(C=C(C=C1C1=CC=C(C=C1)C(F)(F)F)C(C(=O)OCC)CC(C)C)[N+](=O)[O-] (Ethyl 2-(6-(cyclopropylmethoxy)-5-nitro-4′-(trifluoromethyl)biphenyl-3-yl)-4-methylpentanoate).